This data is from the Open Reaction Database (ORD), a public repository of structured organic reaction records. The task is: describe an organic reaction: reactants, conditions, products, and yield The reactants are CN=C=O (methyl isocyanate), C(C)(C)N1N=CC(=C1)O (1-isopropyl-4-hydroxy-pyrazole). The reagents and catalysts are C(C)N(CC)CC (triethylamine). The solvent is CC(=O)C (acetone). Reaction conditions: temperature 45 celsius, time 12 hour. Yields the product C(C)(C)N1N=CC(=C1)OC(NC)=O (N-methyl-carbamic acid O-(1-iso-propylpyrazol-4-yl) ester). Yield: 95.0%. RXN SMILES: [CH3:1][N:2]=[C:3]=[O:4].[CH:5]([N:8]1[CH:12]=[C:11]([OH:13])[CH:10]=[N:9]1)([CH3:7])[CH3:6]>CC(C)=O.C(N(CC)CC)C>[CH:5]([N:8]1[CH:12]=[C:11]([O:13][C:3](=[O:4])[NH:2][CH3:1])[CH:10]=[N:9]1)([CH3:7])[CH3:6]. Procedure: 6 g (0.105 mol) of methyl isocyanate were added to a solution of 12.6 g (0.1 mol) of 1-isopropyl-4-hydroxy-pyrazole in 100 ml of acetone and 2 drops of triethylamine. The mixture was stirred at 45° C. for 12 hours and the solvent was then distilled off in vacuo. 17.4 g (95% of theory) of N-methyl-carbamic acid O-(1-iso-propylpyrazol-4-yl) ester were thus obtained in the form of beige crystals with a melting point of 40° C.